describe an organic reaction: reactants, conditions, products, and yield From a dataset of the Open Reaction Database (ORD), a public repository of structured organic reaction records. The product is C1(=CC=CC=C1)CC(=O)N[C@@H](C)C(=O)NC1CC(=O)NCCC1 (3-(N′-(Phenylacetyl)-alaninyl)amino-ε-caprolactam). Reported procedure: Following General Procedure B above using N-(phenylacetyl)-L-alanine (Example A) and 3-aminocaprolactam (Sigma), the title compound was prepared as a solid having a melting point of 200-202° C. The reaction was monitored by tlc on silica gel (Rf=0.30 in 1:9 methanol/dichloromethane). RXN SMILES: [C:1]1([CH2:7][C:8]([NH:10][C@H:11]([C:13]([OH:15])=O)[CH3:12])=[O:9])[CH:6]=[CH:5][CH:4]=[CH:3][CH:2]=1.[NH2:16][CH:17]1[CH2:24][CH2:23][CH2:22][NH:21][C:19](=[O:20])[CH2:18]1>>[C:1]1([CH2:7][C:8]([NH:10][C@H:11]([C:13]([NH:16][CH:17]2[CH2:24][CH2:23][CH2:22][NH:21][C:19](=[O:20])[CH2:18]2)=[O:15])[CH3:12])=[O:9])[CH:2]=[CH:3][CH:4]=[CH:5][CH:6]=1. Reactants: C1(=CC=CC=C1)CC(=O)N[C@@H](C)C(=O)O (N-(Phenylacetyl)-L-alanine), NC1CC(=O)NCCC1 (3-aminocaprolactam). Reactants: FC(CCC(C#N)C#N)(F)F ((3,3,3-trifluoropropyl)malononitrile), C([O-])([O-])=O.[K+].[K+] (potassium carbonate), ClCC1=CC=NC=C1 (4-(chloromethyl)pyridine). The solvent is CN(C=O)C (N,N-dimethylformamide). The product is N1=CC=C(C=C1)CC(C#N)(C#N)CCC(F)(F)F (2-(4-pyridylmethyl)-2-(3,3,3-trifluoropropyl)malononitrile). Isolated yield 79.8%. RXN SMILES: [F:1][C:2]([F:11])([F:10])[CH2:3][CH2:4][CH:5]([C:8]#[N:9])[C:6]#[N:7].C(=O)([O-])[O-].[K+].[K+].Cl[CH2:19][C:20]1[CH:25]=[CH:24][N:23]=[CH:22][CH:21]=1>CN(C)C=O>[N:23]1[CH:24]=[CH:25][C:20]([CH2:19][C:5]([CH2:4][CH2:3][C:2]([F:10])([F:11])[F:1])([C:8]#[N:9])[C:6]#[N:7])=[CH:21][CH:22]=1 |f:1.2.3|. Reported procedure: By using (3,3,3-trifluoropropyl)malononitrile (401 mg), N,N-dimethylformamide (6 ml), potassium carbonate (0.68 g) and 4-(chloromethyl)pyridine (406 mg) according to the similar method described in Production Example 4 was obtained 500 mg of 2-(4-pyridylmethyl)-2-(3,3,3-trifluoropropyl)malononitrile represented by the following formula (hereinafter referred to as the present invention compound (7)). Starting materials: C1(O)=CC(O)=CC=C1 (resorcinol), Cl (hydrochloric acid), COC1=C(C(=C2C(OCC2=C1C)=O)OS(=O)(=O)C1=CC=C(C=C1)C)CC1=C(C(CC1)CC=O)C (3-(1,3-dihydro-6-methoxy-7methyl-3-oxo-4-p-toluenesulfonyloxy-5-isobenzofuranylmethyl)-2-methylcyclopent-2-en-1-ylacetaldehyde), Cl(=O)[O-].[Na+] (sodium chlorite). Solvent: O1CCOCC1 (dioxane), C(C)(=O)OCC (ethyl acetate). Run at time 2 minute. Product: COC1=C(C(=C2C(OCC2=C1C)=O)OS(=O)(=O)C1=CC=C(C=C1)C)CC1=C(C(CC1)CC(=O)O)C (3-(1,3-dihydro-6-methoxy-7-methyl-3-oxo-4-p-toluenesulfonyloxy-5-isobenzofuranylmethyl)-2-methylcyclopent-2-en-1-ylacetic acid). As a reaction SMILES: [CH3:1][O:2][C:3]1[C:11]([CH3:12])=[C:10]2[C:6]([C:7](=[O:13])[O:8][CH2:9]2)=[C:5]([O:14][S:15]([C:18]2[CH:23]=[CH:22][C:21]([CH3:24])=[CH:20][CH:19]=2)(=[O:17])=[O:16])[C:4]=1[CH2:25][C:26]1[CH2:30][CH2:29][CH:28]([CH2:31][CH:32]=[O:33])[C:27]=1[CH3:34].C1(C=CC=C(O)C=1)[OH:36].Cl([O-])=O.[Na+].Cl>O1CCOCC1.C(OCC)(=O)C>[CH3:1][O:2][C:3]1[C:11]([CH3:12])=[C:10]2[C:6]([C:7](=[O:13])[O:8][CH2:9]2)=[C:5]([O:14][S:15]([C:18]2[CH:23]=[CH:22][C:21]([CH3:24])=[CH:20][CH:19]=2)(=[O:17])=[O:16])[C:4]=1[CH2:25][C:26]1[CH2:30][CH2:29][CH:28]([CH2:31][C:32]([OH:36])=[O:33])[C:27]=1[CH3:34] |f:2.3|. Reported procedure: The 3-(1,3-dihydro-6-methoxy-7methyl-3-oxo-4-p-toluenesulfonyloxy-5-isobenzofuranylmethyl)-2-methylcyclopent-2-en-1-ylacetaldehyde was dissolved in dioxane (8 mL) and pH 5 buffer (3 mL) and treated with resorcinol (0.10 g). To this mixture was then added sodium chlorite (0.080 g). After 2 minutes, the reaction was diluted with ethyl acetate and made acidic with 5% hydrochloric acid. After two extractions with ethyl acetate, the combined organic layers were dried over magnesium sulfate. The resid... Starting materials: [BH4-], COc1ccc(Br)cn1, CCC#N, CCOCC, Cl, [Li]CCCC, [Mg+2], [Na+], [Na+], [Na+], O=S(=O)([O-])[O-], O, O, O, O, O, O, O, O, O, O, O=S(=O)([O-])[O-]. Product: CCC(N)c1ccc(OC)nc1. Reaction SMILES: [BH4-:42].[Br:1][c:2]1[cH:3][cH:4][c:5]([O:8][CH3:9])[n:6][cH:7]1.[C:15]([CH2:16][CH3:17])#[N:18].[CH3:45][CH2:46][O:47][CH2:48][CH3:49].[ClH:44].[Li:10][CH2:11][CH2:12][CH2:13][CH3:14].[Mg+2:36].[Na+:34].[Na+:35].[Na+:43].[O-:37][S:38](=[O:39])(=[O:40])[O-:41].[OH2:19].[OH2:20].[OH2:21].[OH2:22].[OH2:23].[OH2:24].[OH2:25].[OH2:26].[OH2:27].[OH2:28].[S:29]([O-:30])([O-:31])(=[O:32])=[O:33]>>[c:2]1([CH:15]([CH2:16][CH3:17])[NH2:18])[cH:3][cH:4][c:5]([O:8][CH3:9])[n:6][cH:7]1. Reactants: N1(CCCC1)C1=C(C=C(C=C1)OC)OC (1-pyrrolidin-1-yl-2,4-dimethoxybenzene), COC(Cl)Cl (α,α-dichloromethyl methyl ether), [OH-].[Na+] (sodium hydroxide), C(C)(=O)OCC (ethyl acetate), ice water. The reagents and catalysts are [Ti](Cl)(Cl)(Cl)Cl (titanium tetrachloride). The solvent is ClCCl (dichloromethane). Reaction conditions: time 16 hour. Product: COC1=C(C=O)C=C(C(=C1)OC)N1CCCC1 (2,4-dimethoxy-5-pyrrolidin-1-yl-benzaldehyde). Isolated yield 49.9%. Reaction SMILES: [N:1]1([C:6]2[CH:11]=[CH:10][C:9]([O:12][CH3:13])=[CH:8][C:7]=2[O:14][CH3:15])[CH2:5][CH2:4][CH2:3][CH2:2]1.[CH3:16][O:17]C(Cl)Cl.[OH-].[Na+].C(OCC)(=O)C>ClCCl.[Ti](Cl)(Cl)(Cl)Cl>[CH3:13][O:12][C:9]1[CH:8]=[C:7]([O:14][CH3:15])[C:6]([N:1]2[CH2:2][CH2:3][CH2:4][CH2:5]2)=[CH:11][C:10]=1[CH:16]=[O:17] |f:2.3|. Procedure: Ex-38B: To a solution of 1-pyrrolidin-1-yl-2,4-dimethoxybenzene (Ex-38A, 1.82 g, 8.78 mmol) and α,α-dichloromethyl methyl ether (1.6 mL, 17.6 mmol) in dichloromethane (50 mL) was added titanium tetrachloride (1.0 M in dichloromethane, 26.3 mL, 26.3 mmol) dropwise at 0° C. The solution was allowed to stir for 16 h at ambient temperature and poured into ice/water. The aqueous solution was extracted with dichloromethane. The combined dichloromethane was washed with saturated sodium bicarbonate, bri...